This data is from the Open Reaction Database (ORD), a public repository of structured organic reaction records. The task is: describe an organic reaction: reactants, conditions, products, and yield The reactants are BrCCBr, CC[N+](CC)(CC)Cc1ccccc1, [Cl-], N#CCc1cccc(C(F)(F)F)c1, [Na+], [OH-], O. Product: N#CC1(c2cccc(C(F)(F)F)c2)CC1. Reaction SMILES: [Br:14][CH2:15][CH2:16][Br:17].[CH2:21]([N+:22]([CH2:23][CH3:24])([CH2:25][CH3:26])[CH2:27][c:28]1[cH:29][cH:30][cH:31][cH:32][cH:33]1)[CH3:34].[Cl-:20].[F:1][C:2]([c:3]1[cH:4][c:5]([CH2:9][C:10]#[N:11])[cH:6][cH:7][cH:8]1)([F:12])[F:13].[Na+:19].[OH-:18].[OH2:35]>>[F:1][C:2]([c:3]1[cH:4][c:5]([C:9]2([C:10]#[N:11])[CH2:15][CH2:16]2)[cH:6][cH:7][cH:8]1)([F:12])[F:13]. The reactants are ClCC1=NOC(=C1)C1=CC=CC=C1 (3-(chloromethyl)-5-phenylisoxazole), OC(CC(C(=O)[O-])=NOCC1=CC=CC=C1)C1=CC=CC=C1 (4-hydroxybenzyloxyimino-4-phenylbutyrate), C([O-])([O-])=O.[K+].[K+] (potassium carbonate), CN(C=O)C (N,N-dimethylformamide), C(C)(=O)OCC.CCCCCC (ethyl acetate hexane). Run in O (Water). Conditions: time 72 hour. Yields the product C1(=CC=CC=C1)/C(/CCC(=O)OC)=N/OCC1=CC=C(C=C1)OCC1=NOC(=C1)C1=CC=CC=C1 (methyl E-4-phenyl-4-[4-(5-phenyl-3-isoxazolylmethoxy)benzyloxyimino]butyrate). Yield: 63.0%. As a reaction SMILES: Cl[CH2:2][C:3]1[CH:7]=[C:6]([C:8]2[CH:13]=[CH:12][CH:11]=[CH:10][CH:9]=2)[O:5][N:4]=1.O[CH:15]([C:30]1[CH:35]=[CH:34][CH:33]=CC=1)[CH2:16][C:17](=[N:21][O:22][CH2:23][C:24]1[CH:29]=[CH:28][CH:27]=[CH:26][CH:25]=1)[C:18]([O-])=O.C(=O)([O-])[O-:37].[K+].[K+].CN(C)C=O.[C:47]([O:50][CH2:51]C)(=[O:49])[CH3:48].CCCCCC>O>[C:16]1(/[C:17](=[N:21]/[O:22][CH2:23][C:24]2[CH:25]=[CH:26][C:27]([O:37][CH2:2][C:3]3[CH:7]=[C:6]([C:8]4[CH:13]=[CH:12][CH:11]=[CH:10][CH:9]=4)[O:5][N:4]=3)=[CH:28][CH:29]=2)/[CH2:18][CH2:48][C:47]([O:50][CH3:51])=[O:49])[CH:15]=[CH:30][CH:35]=[CH:34][CH:33]=1 |f:2.3.4,6.7|. Procedure details: A mixture of 3-(chloromethyl)-5-phenylisoxazole (340 mg), methyl E-4-(4-hydroxybenzyloxyimino-4-phenylbutyrate (500 mg), potassium carbonate (442 mg) and N,N-dimethylformamide (10 ml) was stirred at room temperature for 72 hours. Water was added to the reaction mixture and extracted with ethyl acetate. The ethyl acetate layer was washed with an aqueous saturated solution of sodium chloride, dried (MgSO4) and concentrated. The residue was subjected to silica gel chromatography to obtain methyl E-... Reactants: C([O-])([O-])=O.[K+].[K+] (potassium carbonate), BrC=1C(=CC(=C(C1)C=1N(C(NN1)=S)C1=CC=C(C=C1)N1CCOCC1)OCOC)OCOC (5-(5-bromo-2,4-bis-methoxymethoxy-phenyl)-4-[4-(morpholin-4-yl)-phenyl]-2,4-dihydro-[1,2,4]triazol-3-thione), C([O-])([O-])=O.[K+].[K+] (potassium carbonate), CI (methyl iodide). Run in C(C)O (ethanol). Yields the product BrC=1C(=CC(=C(C1)C1=NN=C(N1C1=CC=C(C=C1)N1CCOCC1)SC)OCOC)OCOC (4-{4-[3-(5-bromo-2,4-bis-methoxymethoxy-phenyl)-5-methylsulfanyl-[1,2,4]triazol-4-yl]-phenyl}-morpholine). Reaction SMILES: [Br:1][C:2]1[C:3]([O:30][CH2:31][O:32][CH3:33])=[CH:4][C:5]([O:26][CH2:27][O:28][CH3:29])=[C:6]([C:8]2[N:9]([C:14]3[CH:19]=[CH:18][C:17]([N:20]4[CH2:25][CH2:24][O:23][CH2:22][CH2:21]4)=[CH:16][CH:15]=3)[C:10](=[S:13])[NH:11][N:12]=2)[CH:7]=1.[C:34](=O)([O-])[O-].[K+].[K+].CI>C(O)C>[Br:1][C:2]1[C:3]([O:30][CH2:31][O:32][CH3:33])=[CH:4][C:5]([O:26][CH2:27][O:28][CH3:29])=[C:6]([C:8]2[N:9]([C:14]3[CH:19]=[CH:18][C:17]([N:20]4[CH2:25][CH2:24][O:23][CH2:22][CH2:21]4)=[CH:16][CH:15]=3)[C:10]([S:13][CH3:34])=[N:11][N:12]=2)[CH:7]=1 |f:1.2.3|. Reported procedure: 5-(5-bromo-2,4-bis-methoxymethoxy-phenyl)-4-[4-(morpholin-4-yl)-phenyl]-2,4-dihydro-[1,2,4]triazol-3-thione (Example 1-5, IM6-S-d01: 54 mg, 0.1 mmol), potassium carbonate (13.8 mg, 0.17 mmol) and ethanol (5 mL) were placed in a test tube, and then methyl iodide (14.2 mg, 0.1 mmol) was added, and the mixture was heated for 2 hours under reflux. After completing the reaction, potassium carbonate was removed by filtration, and the mother liquor was concentrated. The crude product (IM6-SMe-d01) thus... The reactants are ClC1=C(C=C(C=C1Cl)Cl)B(O)O (2,3,5-trichlorobenzene boronic acid), ClC1=C(C=C(C=C1Cl)Cl)B(O)O (2,3,5-trichlorobenzene boronic acid), C([O-])([O-])=O.[Na+].[Na+] (sodium carbonate), NC1=NC(=CN=C1Br)NC(C)=O (2-amino-3-bromo-6-acetamidopyrazine), ClC1=C(C=C(C=C1Cl)Cl)B(O)O (2,3,5-trichlorobenzene boronic acid). The solvent is C(C)O (ethanol), C(C)O (ethanol), C1=CC=CC=C1 (benzene), C=1C=CC(=CC1)[P](C=2C=CC=CC2)(C=3C=CC=CC3)[Pd]([P](C=4C=CC=CC4)(C=5C=CC=CC5)C=6C=CC=CC6)([P](C=7C=CC=CC7)(C=8C=CC=CC8)C=9C=CC=CC9)[P](C=1C=CC=CC1)(C=1C=CC=CC1)C=1C=CC=CC1 (tetrakis(triphenylphosphine)palladium(0)), C(C)O (ethanol). Reaction conditions: time 10 minute. Yields the product NC1=NC(=CN=C1C1=C(C(=CC(=C1)Cl)Cl)Cl)NC(C)=O (2-Amino-6-acetamido-3-(2,3,5-trichlorophenyl)pyrazine). RXN SMILES: [NH2:1][C:2]1[C:7](Br)=[N:6][CH:5]=[C:4]([NH:9][C:10](=[O:12])[CH3:11])[N:3]=1.C(=O)([O-])[O-].[Na+].[Na+].[Cl:19][C:20]1[C:25]([Cl:26])=[CH:24][C:23]([Cl:27])=[CH:22][C:21]=1B(O)O>C1C=CC=CC=1.C1C=CC([P]([Pd]([P](C2C=CC=CC=2)(C2C=CC=CC=2)C2C=CC=CC=2)([P](C2C=CC=CC=2)(C2C=CC=CC=2)C2C=CC=CC=2)[P](C2C=CC=CC=2)(C2C=CC=CC=2)C2C=CC=CC=2)(C2C=CC=CC=2)C2C=CC=CC=2)=CC=1.C(O)C>[NH2:1][C:2]1[C:7]([C:21]2[CH:22]=[C:23]([Cl:27])[CH:24]=[C:25]([Cl:26])[C:20]=2[Cl:19])=[N:6][CH:5]=[C:4]([NH:9][C:10](=[O:12])[CH3:11])[N:3]=1 |f:1.2.3,^1:40,42,61,80|. Procedure: A mixture of 2-amino-3-bromo-6-acetamidopyrazine (7.00 g, 0.03 mole) in benzene (60.90 ml) and tetrakis(triphenylphosphine)palladium(0) was stirred under nitrogen at room temperature for 10 minutes. 2M aqueous sodium carbonate (30.24 ml) was added to the mixture followed by a solution of 2,3,5-trichlorobenzene boronic acid (6.83 g, 0.03 mole) in absolute ethanol (7.07 ml) and the mixture refluxed under nitrogen for 17 hrs. A further equivalent of 2,3,5-trichlorobenzene boronic acid in absolute e... The reactants are C(C)(C)(C)OC(=O)N(C)C1(CC1)[C@H]1CN(CC1)[C@@H](C)C1=CC=CC=C1 (3-(R)-[1-[N-(tert-butoxycarbonyl)-N-(methyl)amino]cyclopropyl]-1-[1-(S)-phenylethyl]pyrrolidine). Reagents/catalysts: [C].[Pd] (palladium carbon). Solvent: C(C)O (ethanol). Conditions: temperature 40 celsius, time 4 hour. The product is C(C)(C)(C)OC(=O)N(C)C1(CC1)[C@H]1CNCC1 (3-(R)-[1-[N-(tert-butoxycarbonyl)-N-(methyl)amino]cyclopropyl]pyrrolidine). RXN SMILES: [C:1]([O:5][C:6]([N:8]([C:10]1([C@@H:13]2[CH2:17][CH2:16][N:15]([C@H](C3C=CC=CC=3)C)[CH2:14]2)[CH2:12][CH2:11]1)[CH3:9])=[O:7])([CH3:4])([CH3:3])[CH3:2]>C(O)C.[C].[Pd]>[C:1]([O:5][C:6]([N:8]([C:10]1([C@@H:13]2[CH2:17][CH2:16][NH:15][CH2:14]2)[CH2:12][CH2:11]1)[CH3:9])=[O:7])([CH3:4])([CH3:2])[CH3:3] |f:2.3|. Procedure details: 3-(R)-[1-[N-(tert-butoxycarbonyl)-N-(methyl)amino]cyclopropyl]-1-[1-(S)-phenylethyl]pyrrolidine (7.19 g, 20.9 mmol) was dissolved in ethanol (78 ml), and after adding a 10% palladium carbon catalyst (water content: 50%; 3.9 g), it was stirred at 40° C. for 4 hours under a hydrogen atmosphere at atmospheric pressure. After performing filtration through cellite (ethanol washing), the filtrate was concentrated under a reduced pressure. As a result, 4.38 g (quantitative) of the title compound was ob... The reactants are OC=1C=C(C=O)C=CC1 (3-Hydroxybenzaldehyde), N1CCCCC1 (piperidine). The reagents and catalysts are [Pd] (palladium/carbon). Run in C(C)O (ethanol). The product is N1(CCCCC1)CC=1C=C(C=CC1)O (3-(1-Piperidinylmethyl)phenol). As a reaction SMILES: [OH:1][C:2]1[CH:3]=[C:4]([CH:7]=[CH:8][CH:9]=1)[CH:5]=O.[NH:10]1[CH2:15][CH2:14][CH2:13][CH2:12][CH2:11]1>C(O)C.[Pd]>[N:10]1([CH2:5][C:4]2[CH:3]=[C:2]([OH:1])[CH:9]=[CH:8][CH:7]=2)[CH2:15][CH2:14][CH2:13][CH2:12][CH2:11]1. Reported procedure: 3-Hydroxybenzaldehyde (15 g) and piperidine (15 ml) in ethanol (500 ml) were hydrogenated over 10% palladium/carbon catalyst. The catalyst was removed by filtration and the solvent was evaporated off. The residue was triturated with light petroleum (b.p. 60°-80°) and the resulting solid was recrystallised from acetonitrile to give the title compound as a buff coloured solid (8.7 g) m.p. 134°-7°. TLC silica, methanol, Rf 0.56. Starting materials: [Na] (sodium), C(C)(=O)OC(CNC(=O)C1=C(C(=C(C(=C1I)N1C(COCC1=O)COC(C)=O)I)C(=O)NCC(COC(C)=O)OC(C)=O)I)COC(C)=O (N,N'-bis[2,3-bis(acetyloxy)propyl]-5-[3-(Acetyloxy)methyl-5-oxo-4-morpholinyl]-2,4,6-triiodo-1,3-benzenedicarboxamide), C[O-].[Na+] (sodium methoxide). Solvent: CO (methanol), CO (methanol), O (water). Run at time 3 hour. Yields the product OC(CNC(=O)C1=C(C(=C(C(=C1I)N1C(COCC1=O)CO)I)C(=O)NCC(CO)O)I)CO (N,N'-Bis(2,3-dihydroxypropyl)-5-[3-(hydroxymethyl)-5-oxo-4-morpholinyl]-2,4,6-triiodo-1,3-benzenedicarboxamide). Isolated yield 60.0%. Reaction SMILES: C([O:4][CH:5]([CH2:45][O:46]C(=O)C)[CH2:6][NH:7][C:8]([C:10]1[C:15]([I:16])=[C:14]([N:17]2[C:22](=[O:23])[CH2:21][O:20][CH2:19][CH:18]2[CH2:24][O:25]C(=O)C)[C:13]([I:29])=[C:12]([C:30]([NH:32][CH2:33][CH:34]([O:40]C(=O)C)[CH2:35][O:36]C(=O)C)=[O:31])[C:11]=1[I:44])=[O:9])(=O)C.C[O-].[Na+].[Na]>CO.O>[OH:40][CH:34]([CH2:35][OH:36])[CH2:33][NH:32][C:30]([C:12]1[C:13]([I:29])=[C:14]([N:17]2[C:22](=[O:23])[CH2:21][O:20][CH2:19][CH:18]2[CH2:24][OH:25])[C:15]([I:16])=[C:10]([C:8]([NH:7][CH2:6][CH:5]([OH:4])[CH2:45][OH:46])=[O:9])[C:11]=1[I:44])=[O:31] |f:1.2,^1:52|. Procedure: To a solution of N,N'-bis[2,3-bis(acetyloxy)propyl]-5-[3-(Acetyloxy)methyl-5-oxo-4-morpholinyl]-2,4,6-triiodo-1,3-benzenedicarboxamide (5.15 g, 5 mmol) in anhydrous methanol (100 ml), was added a solution of sodium methoxide, prepared from sodium (25 mg) and anhydrous methanol (5 ml), and the mixture was stirred for 3 hours. The solution was adjusted to pH 7 by a slow addition of Dowex-50 (H+) resin and then filtered. The filtrate was concentrated in vacuo to obtain the crude product (3.85 g) as...